Task: describe an organic reaction: reactants, conditions, products, and yield. Dataset: the Open Reaction Database (ORD), a public repository of structured organic reaction records Reactants: CCNC(=NS(=O)(=O)c1ccc2c(c1)CCN2C(C)=O)N1CC(CC)C=N1, CCO, Cl, [Na+], O=C([O-])O. Product: CCNC(=NS(=O)(=O)c1ccc2c(c1)CCN2)N1CC(CC)C=N1. As a reaction SMILES: [CH2:1]([CH3:2])[NH:3][C:4](=[N:5][S:6](=[O:7])(=[O:8])[c:9]1[cH:10][c:11]2[c:15]([cH:16][cH:17]1)[N:14]([C:18](=[O:19])[CH3:20])[CH2:13][CH2:12]2)[N:21]1[N:22]=[CH:23][CH:24]([CH2:26][CH3:27])[CH2:25]1.[CH3:34][CH2:35][OH:36].[ClH:28].[Na+:33].[O-:29][C:30]([OH:31])=[O:32]>>[CH2:1]([CH3:2])[NH:3][C:4](=[N:5][S:6](=[O:7])(=[O:8])[c:9]1[cH:10][c:11]2[c:15]([cH:16][cH:17]1)[NH:14][CH2:13][CH2:12]2)[N:21]1[N:22]=[CH:23][CH:24]([CH2:26][CH3:27])[CH2:25]1. The reactants are C1(CCCCC1)N=C=NC1CCCCC1 (dicyclohexylcarbodiimide), 10o, C(CCCCC)OC1=CC=C(C(=O)O)C=C1 (4-hexyloxybenzoic acid), CN(C)C1=NC=CC=C1 (dimethylaminopyridine), FC1=C(C=CC(=C1F)OCCCCCCCC)O (2,3-difluoro-4octyloxyphenol), FC(COC1=CC=CC=C1)C(CCCCC)F (2,3-difluorooctyloxybenzene), C(C)(C)(C)OOC(C)(C)C.[Li] (lithium t-butylperoxide), C(C)(C)(C)OO (t-butyl hydroperoxide), C(CCC)[Li] (butyllithium). Run in ClCCl (dichloromethane), CCOCC (ether), ClCCl (dichloromethane). Conditions: time 15 hour. Product: C(CCCCC)OC1=CC=C(C(=O)OC2=C(C(=C(C=C2)OCCCCCCCC)F)F)C=C1 (2,3-difluoro-4-octyloxyphenyl 4-hexyloxybenzoate). As a reaction SMILES: [CH2:1]([O:7][C:8]1[CH:16]=[CH:15][C:11]([C:12]([OH:14])=[O:13])=[CH:10][CH:9]=1)[CH2:2][CH2:3][CH2:4][CH2:5][CH3:6].CN(C1C=CC=CN=1)C.[F:26][C:27]1[C:32]([F:33])=[C:31]([O:34][CH2:35][CH2:36][CH2:37][CH2:38][CH2:39][CH2:40][CH2:41][CH3:42])[CH:30]=[CH:29][C:28]=1O.FC(C(F)CCCCC)COC1C=CC=CC=1.C(OOC(C)(C)C)(C)(C)C.[Li].C(OO)(C)(C)C.C([Li])CCC.C1(N=C=NC2CCCCC2)CCCCC1>CCOCC.ClCCl>[CH2:1]([O:7][C:8]1[CH:9]=[CH:10][C:11]([C:12]([O:14][C:28]2[CH:29]=[CH:30][C:31]([O:34][CH2:35][CH2:36][CH2:37][CH2:38][CH2:39][CH2:40][CH2:41][CH3:42])=[C:32]([F:33])[C:27]=2[F:26])=[O:13])=[CH:15][CH:16]=1)[CH2:2][CH2:3][CH2:4][CH2:5][CH3:6] |f:4.5,^1:70|. Procedure: 0.1 mol of 4-hexyloxybenzoic acid, 0.01 mol of dimethylaminopyridine and 0.1 mol of 2,3-difluoro-4octyloxyphenol (preparable from 2,3-difluorooctyloxybenzene by lithiation at -70° to -80° and dropwise addition of a solution of lithium t-butylperoxide in ether prepared from 0.12 mol of t-butyl hydroperoxide and 0.12 mol of butyllithium) are introduced into 150 ml of dichloromethane, a solution of 0.1 mol of dicyclohexylcarbodiimide in 30 ml of dichloromethane is added dropwise with stirring at 10... The reactants are ClCCl, CNc1cccc(Cl)c1Cl, O=S(=O)(Cl)c1ccccn1. Reaction SMILES: [CH2:21]([Cl:22])[Cl:23].[Cl:11][c:12]1[c:13]([NH:14][CH3:15])[cH:16][cH:17][cH:18][c:19]1[Cl:20].[n:1]1[c:2]([S:7](=[O:8])(=[O:9])[Cl:10])[cH:3][cH:4][cH:5][cH:6]1>>[n:1]1[c:2]([S:7](=[O:8])(=[O:9])[N:14]([c:13]2[c:12]([Cl:11])[c:19]([Cl:20])[cH:18][cH:17][cH:16]2)[CH3:15])[cH:3][cH:4][cH:5][cH:6]1. Product: CN(c1cccc(Cl)c1Cl)S(=O)(=O)c1ccccn1. Starting materials: C(C1=CC=CC=C1)(C1=CC=CC=C1)(C1=CC=CC=C1)NC=1SC=C(N1)C=C1C(NC(S1)=O)=O (5-(2-tritylaminothiazole-4-ylmethylene)thiazolidine-2,4-dione), Cl (hydrogen chloride). Solvent: O1CCOCC1 (dioxane). Product: Cl.NC=1SC=C(N1)C=C1C(NC(S1)=O)=O (5-(2-Aminothiazol-4-ylmethylene)thiazolidine-2,4-dione hydrochloride). RXN SMILES: C([NH:20][C:21]1[S:22][CH:23]=[C:24]([CH:26]=[C:27]2[S:31][C:30](=[O:32])[NH:29][C:28]2=[O:33])[N:25]=1)(C1C=CC=CC=1)(C1C=CC=CC=1)C1C=CC=CC=1.[ClH:34]>O1CCOCC1>[ClH:34].[NH2:20][C:21]1[S:22][CH:23]=[C:24]([CH:26]=[C:27]2[S:31][C:30](=[O:32])[NH:29][C:28]2=[O:33])[N:25]=1 |f:3.4|. Procedure details: Following a procedure similar to that described in Example 21, the desired compound was prepared from 1.4 g of 5-(2-tritylaminothiazole-4-ylmethylene)thiazolidine-2,4-dione and 25 ml of a 4N dioxane solution of hydrogen chloride. The resulting product was a pale brown powder having the following physical properties.